Dataset: the Open Reaction Database (ORD), a public repository of structured organic reaction records. Task: describe an organic reaction: reactants, conditions, products, and yield Reactants: [O-]Cl.[Na+] (NaOCl), C(C)OC(=O)C=1C=NN(C1S)CC (ethyl-5-mercapto-1-ethyl-4-pyrazole carboxylate), [OH-].[Na+] (sodium hydroxide), N (ammonia). The solvent is aqueous solution. The product is C(C)OC(=O)C=1C=NN(C1S(=O)(=O)N)C (4-ethoxycarbonyl-1-methylpyrazole-5-sulfonamide). RXN SMILES: [NH3:1].[CH2:2]([O:4][C:5]([C:7]1[CH:8]=[N:9][N:10]([CH2:13]C)[C:11]=1[SH:12])=[O:6])[CH3:3].[OH-:15].[Na+].[O-:17]Cl.[Na+]>>[CH2:2]([O:4][C:5]([C:7]1[CH:8]=[N:9][N:10]([CH3:13])[C:11]=1[S:12]([NH2:1])(=[O:17])=[O:15])=[O:6])[CH3:3] |f:2.3,4.5|. Procedure: To 100 ml of a 28 % aqueous ammonia, there was added 20 ml of aqueous solution containing 7.1 g of ethyl-5-mercapto-1-ethyl-4-pyrazole carboxylate and 1.6 g of sodium hydroxide. To this reaction mixture was added 61 g of 6 % aqueous NaOCl solution at 5°-10° C. The precipitated crystals were filtered and washed with water. The resultant moist sulfenamide (5.6g) was suspended in water and an aqueous saturated solution of 5.5 g of potassium permanganate was added to the suspension at room temperatu... Starting materials: Nc1ccc(F)c(Br)c1, C1CCOC1, Cc1csc(NC(=O)Oc2ccccc2)n1. Product: Cc1csc(NC(=O)Nc2ccc(F)c(Br)c2)n1. As a reaction SMILES: [Br:1][c:2]1[cH:3][c:4]([NH2:5])[cH:6][cH:7][c:8]1[F:9].[CH2:26]1[O:27][CH2:28][CH2:29][CH2:30]1.[CH3:10][c:11]1[n:12][c:13]([NH:16][C:17]([O:18][c:20]2[cH:21][cH:22][cH:23][cH:24][cH:25]2)=[O:19])[s:14][cH:15]1>>[Br:1][c:2]1[cH:3][c:4]([NH:5][C:17]([NH:16][c:13]2[n:12][c:11]([CH3:10])[cH:15][s:14]2)=[O:18])[cH:6][cH:7][c:8]1[F:9]. Reactants: FC1=CC=C(C=C1)C1(CCN(CC1)C(=O)OC(C)(C)C)COCC=1C=C(C=C2C=NNC12)C(F)(F)F (tert-Butyl 4-(4-fluorophenyl)-4-(((5-(trifluoromethyl)-1H-indazol-7-yl)methoxy)methyl)piperidine-1-carboxylate). The solvent is FC(C(=O)O)(F)F (trifluoroacetic acid). Conditions: time 15 minute. Product: FC1=CC=C(C=C1)C1(CCNCC1)COCC=1C=C(C=C2C=NNC12)C(F)(F)F (7-(((4-(4-Fluorophenyl)piperidin-4-yl)methoxy)methyl)-5-(trifluoromethyl)-1H-indazole). As a reaction SMILES: [F:1][C:2]1[CH:7]=[CH:6][C:5]([C:8]2([CH2:21][O:22][CH2:23][C:24]3[CH:25]=[C:26]([C:33]([F:36])([F:35])[F:34])[CH:27]=[C:28]4[C:32]=3[NH:31][N:30]=[CH:29]4)[CH2:13][CH2:12][N:11](C(OC(C)(C)C)=O)[CH2:10][CH2:9]2)=[CH:4][CH:3]=1>FC(F)(F)C(O)=O>[F:1][C:2]1[CH:7]=[CH:6][C:5]([C:8]2([CH2:21][O:22][CH2:23][C:24]3[CH:25]=[C:26]([C:33]([F:34])([F:35])[F:36])[CH:27]=[C:28]4[C:32]=3[NH:31][N:30]=[CH:29]4)[CH2:13][CH2:12][NH:11][CH2:10][CH2:9]2)=[CH:4][CH:3]=1. Procedure: tert-Butyl 4-(4-fluorophenyl)-4-(((5-(trifluoromethyl)-1H-indazol-7-yl)methoxy)methyl)piperidine-1-carboxylate (75 mg, 0.148 mmol) was dissolved in trifluoroacetic acid (25% in dichloromethane, 1 mL) and stirred at room temperature for 15 min. The reaction was concentrated and loaded onto a strong cation exchange cartridge in methanol. The cartridge was flushed with several volumes of methanol which were discarded. The product was eluted with 2 M ammonia in methanol and concentrated to give 59 m... Starting materials: [N+](=O)([O-])C=1C=C(C(S(=O)(=O)O)=CC1)N (4-Nitro-o-sulfanilic acid), OC1=CC(=CC2=C(C(=CC=C12)N)S(=O)(=O)O)S(=O)(=O)O (4-hydroxy- 7-aminonaphthalene-2,8-disulfonic acid). The solvent is O (water), O (water). Conditions: time 1 hour. The product is S(=O)(C1=CC=C(C=C1)N)(=O)O (p-sulfanilic acid). RXN SMILES: [N+:1]([C:4]1[CH:5]=[C:6](N)[C:7](=[CH:12][CH:13]=1)[S:8]([OH:11])(=[O:10])=[O:9])([O-])=O.OC1C2C(=C(S(O)(=O)=O)C(N)=CC=2)C=C(S(O)(=O)=O)C=1>O>[S:8]([OH:11])(=[O:10])([C:7]1[CH:6]=[CH:5][C:4]([NH2:1])=[CH:13][CH:12]=1)=[O:9]. Reported procedure: 4-Nitro-o-sulfanilic acid is diazotized and coupled neutrally to I acid. 43 mmol of this dye are dissolved in 200 ml water and indirectly diazotized. After stirring for 1 hour, the excess nitrous acid is removed with amidosulfonic acid and a solution of 43 mmol 4-hydroxy- 7-aminonaphthalene-2,8-disulfonic acid in 200 ml water is added. Coupling is completed overnight at pH 8-9, the dye is filtered under suction and the sulfo groups are split off by boiling for 12 h in a 1:1 mixture of water and ... The reactants are ClC=1C(=NC(=CN1)N1N=CC=2C=NC(=CC21)C2=NC(=CN=C2)C)N2C[C@H](CCC2)NC(OC(C)(C)C)=O (tert-butyl N-[(3S)-1-[3-chloro-6-[6-(6-methylpyrazin-2-yl)pyrazolo[4,3-c]pyridin-1-yl]pyrazin-2-yl]-3-piperidyl]carbamate), CB1OB(OB(O1)C)C (trimethylboroxine), C([O-])([O-])=O.[Na+].[Na+] (sodium carbonate), O (water), O (Water). The reagents and catalysts are C1=CC=C(C=C1)P([C-]2C=CC=C2)C3=CC=CC=C3.C1=CC=C(C=C1)P([C-]2C=CC=C2)C3=CC=CC=C3.Cl[Pd]Cl.[Fe+2].ClCCl ([1,1′-bis(diphenylphosphino)ferrocene]dichloropalladium(II) dichloromethane). Solvent: C(C)#N (acetonitrile), C(C)(=O)[O-].[K+] (potassium acetate). Run at temperature 140 celsius. Yields the product CC=1C(=NC(=CN1)N1N=CC=2C=NC(=CC21)C2=NC(=CN=C2)C)N2C[C@H](CCC2)NC(OC(C)(C)C)=O (tert-butyl N-[(3S)-1-[3-methyl-6-[6-(6-methylpyrazin-2-yl)pyrazolo[4,3-c]pyridin-1-yl]pyrazin-2-yl]-3-piperidyl]carbamate). Yield: 70.6%. RXN SMILES: Cl[C:2]1[C:3]([N:24]2[CH2:29][CH2:28][CH2:27][C@H:26]([NH:30][C:31](=[O:37])[O:32][C:33]([CH3:36])([CH3:35])[CH3:34])[CH2:25]2)=[N:4][C:5]([N:8]2[C:16]3[CH:15]=[C:14]([C:17]4[CH:22]=[N:21][CH:20]=[C:19]([CH3:23])[N:18]=4)[N:13]=[CH:12][C:11]=3[CH:10]=[N:9]2)=[CH:6][N:7]=1.[CH3:38]B1OB(C)OB(C)O1.C(=O)([O-])[O-].[Na+].[Na+].O>C(#N)C.C([O-])(=O)C.[K+].C1C=CC(P(C2C=CC=CC=2)[C-]2C=CC=C2)=CC=1.C1C=CC(P(C2C=CC=CC=2)[C-]2C=CC=C2)=CC=1.Cl[Pd]Cl.[Fe+2].ClCCl>[CH3:38][C:2]1[C:3]([N:24]2[CH2:29][CH2:28][CH2:27][C@H:26]([NH:30][C:31](=[O:37])[O:32][C:33]([CH3:36])([CH3:35])[CH3:34])[CH2:25]2)=[N:4][C:5]([N:8]2[C:16]3[CH:15]=[C:14]([C:17]4[CH:22]=[N:21][CH:20]=[C:19]([CH3:23])[N:18]=4)[N:13]=[CH:12][C:11]=3[CH:10]=[N:9]2)=[CH:6][N:7]=1 |f:2.3.4,7.8,9.10.11.12.13|. Reported procedure: To a solution of tert-butyl N-[(3S)-1-[3-chloro-6-[6-(6-methylpyrazin-2-yl)pyrazolo[4,3-c]pyridin-1-yl]pyrazin-2-yl]-3-piperidyl]carbamate (50 mg, 0.096 mmol), trimethylboroxine (36 mg, 0.29 mmol) and [1,1′-bis(diphenylphosphino)ferrocene]dichloropalladium(II) dichloromethane adduct (8.0 mg, 0.0095 mmol) in acetonitrile 2.0 mL was added 1.00M sodium carbonate in water (0.19 mL, 0.19 mmol) and 1.00M potassium acetate in Water (0.19 mL, 0.19 mmol). The reaction mixture was heated in microwave at 1... Starting materials: SC1=NC2=C(N1)C=CC=C2 (2-mercapto-1H-benzimidazole), Cl.ClCC1=NC=CC(=C1C)SCC=1OC=CC1 (2-chloromethyl-4-(2-furylmethylthio)-3-methylpyridine hydrochloride), compound, C1(=C(C(=C(C(=C1F)F)F)N)F)N.Cl.Cl (dihydrochloride). Solvent: C(C)(C)O (isopropanol). Yields the product Cl.Cl.O1C(=CC=C1)CSC1=C(C(=NC=C1)CSC1=NC2=C(N1)C=CC=C2)C (2-{[[4-(2-Furylmethylthio)-3-methyl-2-pyridinyl]methyl]thio}-1H-benzimidazole dihydrochloride). Isolated yield 90.0%. RXN SMILES: C1(N)C(F)=C(F)C(F)=C(N)C=1F.[ClH:13].Cl.[SH:15][C:16]1[NH:20][C:19]2[CH:21]=[CH:22][CH:23]=[CH:24][C:18]=2[N:17]=1.Cl.[Cl:26][CH2:27][C:28]1[C:33]([CH3:34])=[C:32]([S:35][CH2:36][C:37]2[O:38][CH:39]=[CH:40][CH:41]=2)[CH:31]=[CH:30][N:29]=1>C(O)(C)C>[ClH:26].[ClH:13].[O:38]1[CH:39]=[CH:40][CH:41]=[C:37]1[CH2:36][S:35][C:32]1[CH:31]=[CH:30][N:29]=[C:28]([CH2:27][S:15][C:16]2[NH:20][C:19]3[CH:21]=[CH:22][CH:23]=[CH:24][C:18]=3[N:17]=2)[C:33]=1[CH3:34] |f:0.1.2,4.5,7.8.9|. Procedure: The compound of Example 1 can also be prepared via the corresponding dihydrochloride, by refluxing 2-mercapto-1H-benzimidazole (1.5 g/10 mmol) in 30 ml of isopropanol with 2-chloromethyl-4-(2-furylmethylthio)-3-methylpyridine hydrochloride (10 mmol) for 5 h, cooling, removing the precipitated solid by filtration and recrystallizing this from isopropanol/water. This gives the title compound (yield 90%) as a colorless solid of m.p. 208° C. (decomp.).